describe an organic reaction: reactants, conditions, products, and yield From a dataset of the Open Reaction Database (ORD), a public repository of structured organic reaction records. The reactants are C(C)(C)(C)C=1C=C(C2=C(C(C(O2)=O)O)C1)C(C)(C)C (5,7-di-tert-butyl-3-hydroxy-3H-benzofuran-2-one), C(C)(C)(C)C=1C=C(C2=C(C(C(O2)=O)O)C1)C(C)(C)C (5,7-di-tert-butyl-3-hydroxy-3H-benzofuran-2-one), CC=1C=CC(=CC1)C (p-xylene), 22B. Run in O (water). The product is C(C)(C)(C)C=1C=C(C2=C(C(C(O2)=O)C2=C(C=CC(=C2)C)C)C1)C(C)(C)C (5,7-di-tert-butyl-3-(2,5-dimethylphenyl)-3H-benzofuran-2-one). Isolated yield 80.1%. RXN SMILES: [C:1]([C:5]1[CH:6]=[C:7]([C:16]([CH3:19])([CH3:18])[CH3:17])[C:8]2[O:12][C:11](=[O:13])[CH:10](O)[C:9]=2[CH:15]=1)([CH3:4])([CH3:3])[CH3:2].[CH3:20][C:21]1[CH:22]=[CH:23][C:24]([CH3:27])=[CH:25][CH:26]=1>O>[C:1]([C:5]1[CH:6]=[C:7]([C:16]([CH3:19])([CH3:17])[CH3:18])[C:8]2[O:12][C:11](=[O:13])[CH:10]([C:26]3[CH:25]=[C:24]([CH3:27])[CH:23]=[CH:22][C:21]=3[CH3:20])[C:9]=2[CH:15]=1)([CH3:4])([CH3:3])[CH3:2]. Procedure: To a solution of 262.3 g (1.00 mol) of 5,7-di-tert-butyl-3-hydroxy-3H-benzofuran-2-one (compound (201), Table 2, Example 1a) in 500 ml (4.05 mol) of p-xylene are added 40 g of Fulcat 22B and the mixture is refluxed for 1.5 hours on a water separator. The Fulcat 22B catalyst is then removed by filtration and excess p-xylene is removed by distillation on a vacuum rotaray evaporator. Crystallization of the residue from 400 ml of methanol yields 280.6 g (80%) of 5,7-di-tert-butyl-3-(2,5-dimethylphen... Reactants: C1CCOC1, CC(C)(C)[O-], Cc1cccc2oc(=O)[nH]c12, CCOC(C)=O, CI, [K+]. Yields the product Cc1cccc2oc(=O)n(C)c12. As a reaction SMILES: [CH2:26]1[O:27][CH2:28][CH2:29][CH2:30]1.[CH3:12][C:13]([CH3:14])([O-:15])[CH3:16].[CH3:1][c:2]1[cH:3][cH:4][cH:5][c:6]2[c:7]1[nH:8][c:9](=[O:11])[o:10]2.[CH3:20][CH2:21][O:22][C:23]([CH3:24])=[O:25].[I:18][CH3:19].[K+:17]>>[CH3:1][c:2]1[cH:3][cH:4][cH:5][c:6]2[c:7]1[n:8]([CH3:12])[c:9](=[O:11])[o:10]2. Starting materials: ClC(C(Cl)(Cl)Cl)(Cl)Cl (hexachloroethane), [NH4+].[Cl-] (NH4Cl), [Li+].CC(C)[N-]C(C)C (LDA), C1CCCCC1 (cyclohexane), [Si](C)(C)(C(C)(C)C)OC1CCC(CC1)N1N=CC(=C1)I (1-[4-(tert-butyldimethylsilyloxy)cyclohexyl]-4-iodo-1H-pyrazole). Solvent: C1CCOC1 (THF), C1CCOC1 (THF). Run at time 5 minute. Yields the product [Si](C)(C)(C(C)(C)C)O[C@@H]1CC[C@H](CC1)N1N=CC(=C1Cl)I (1-(trans-4-{[tert-Butyl(dimethyl)silyl]oxy}cyclohexyl)-5-chloro-4-iodo-1H-pyrazole). Reaction SMILES: [Si:1]([O:8][CH:9]1[CH2:14][CH2:13][CH:12]([N:15]2[CH:19]=[C:18]([I:20])[CH:17]=[N:16]2)[CH2:11][CH2:10]1)([C:4]([CH3:7])([CH3:6])[CH3:5])([CH3:3])[CH3:2].[Li+].CC([N-]C(C)C)C.C1CCCCC1.[Cl:35]C(Cl)(Cl)C(Cl)(Cl)Cl.[NH4+].[Cl-]>C1COCC1>[Si:1]([O:8][C@H:9]1[CH2:14][CH2:13][C@H:12]([N:15]2[C:19]([Cl:35])=[C:18]([I:20])[CH:17]=[N:16]2)[CH2:11][CH2:10]1)([C:4]([CH3:7])([CH3:5])[CH3:6])([CH3:3])[CH3:2] |f:1.2,5.6|. Reported procedure: A solution of 1-[4-(tert-butyldimethylsilyloxy)cyclohexyl]-4-iodo-1H-pyrazole (50.0 mg, 0.123 mmol) in THF (3 mL, 40 mmol) was cooled to −78° C. and added 1.5 M of LDA in cyclohexane (0.107 mL, 0.160 mmol). After stirring for 5 min, a solution of hexachloroethane (35.0 mg, 0.148 mmol) in THF was added, and the mixture was stirred at −78° C. for 30 min. Sat. NH4Cl was added to quench, and the organic solvent was removed in vacuo. The material was extracted with DCM and water, and the organic laye... Reactants: IC1=C(C=CC=C1)COC (1-Iodo-2-methoxymethylbenzene), C(CC)C1N(CCCC1)CCCC#N (4-(2-propyl-piperidin-1-yl)-butyronitrile), Mg, crude product, C(Cl)Cl.CO (CH2Cl2 MeOH). Run in CCOCC (Et2O), C(Cl)Cl (CH2Cl2). Reaction conditions: time 8 hour. Product: C(CCC)C1CCN(CC1)CCCC(=O)C1=C(C=CC=C1)COC (4-n-Butyl-1-[4-(2-methoxymethylphenyl)-4-oxo-1-butyl]piperidine). Yield: 23.0%. RXN SMILES: I[C:2]1[CH:7]=[CH:6][CH:5]=[CH:4][C:3]=1[CH2:8][O:9][CH3:10].C([CH:14]1[CH2:19][CH2:18][CH2:17][CH2:16][N:15]1[CH2:20][CH2:21][CH2:22]C#N)CC.C(Cl)Cl.[CH3:28][OH:29]>CCOCC.C(Cl)Cl>[CH2:7]([CH:18]1[CH2:19][CH2:14][N:15]([CH2:20][CH2:21][CH2:22][C:28]([C:2]2[CH:7]=[CH:6][CH:5]=[CH:4][C:3]=2[CH2:8][O:9][CH3:10])=[O:29])[CH2:16][CH2:17]1)[CH2:2][CH2:3][CH3:4] |f:2.3|. Procedure details: A 10 mL oven-dried flask was charged with Mg turnings (88 mg, 3.6 mmol) andweactivated under vacuum by the use of a heat-gun. Under inert atmosphere was added a suspension of 1-Iodo-2-methoxymethylbenzene (0.67 g, 2.7 mmol) in Et2O (4 mL) and the reaction mixture was allowed to reflux for 1 hours. A suspension of compound 8 (0.38 g, 1.8 mmol) in CH2Cl2 (4 mL) was added via a syringe and the reaction mixture was stirred at rt overnight. The reaction mixture was quenched by addition of H2SO4 (10 m... Starting materials: C(=O)([O-])[O-].[K+].[K+] (K2CO3), N1CCC(CC1)C1=CC=NC2=CC=CC=C12 (4-piperidin-4-yl-quinoline), [N+](=O)([O-])C1=CC=C(C=C1)OC(NC1=CC=C(C=C1)C(C)C)=O ((4-isopropyl-phenyl)-carbamic acid 4-nitro-phenyl ester), CCN(C(C)C)C(C)C (DIEA). Run in CS(=O)C (DMSO). Conditions: temperature 100 celsius, time 14 hour. Yields the product C(C)(C)C1=CC=C(C=C1)NC(=O)N1CCC(CC1)C1=CC=NC2=CC=CC=C12 (4-Quinolin-4-yl-piperidine-1-carboxylic acid (4-isopropyl-phenyl)-amide). Isolated yield 32.3%. Reaction SMILES: [NH:1]1[CH2:6][CH2:5][CH:4]([C:7]2[C:16]3[C:11](=[CH:12][CH:13]=[CH:14][CH:15]=3)[N:10]=[CH:9][CH:8]=2)[CH2:3][CH2:2]1.[N+](C1C=CC([O:26][C:27](=O)[NH:28][C:29]2[CH:34]=[CH:33][C:32]([CH:35]([CH3:37])[CH3:36])=[CH:31][CH:30]=2)=CC=1)([O-])=O.CCN(C(C)C)C(C)C.C([O-])([O-])=O.[K+].[K+]>CS(C)=O>[CH:35]([C:32]1[CH:33]=[CH:34][C:29]([NH:28][C:27]([N:1]2[CH2:2][CH2:3][CH:4]([C:7]3[C:16]4[C:11](=[CH:12][CH:13]=[CH:14][CH:15]=4)[N:10]=[CH:9][CH:8]=3)[CH2:5][CH2:6]2)=[O:26])=[CH:30][CH:31]=1)([CH3:37])[CH3:36] |f:3.4.5|. Procedure details: A solution of 4-piperidin-4-yl-quinoline (21.1 mg, 99.5 μmol), as prepared in the previous step, (4-isopropyl-phenyl)-carbamic acid 4-nitro-phenyl ester (33.2 mg, 111 μmol), as prepared in Example 4a, and DIEA (18 μL, 109 μmol) in DMSO (100 μL) was stirred at 100° C. for 14 h. The reaction was then allowed to cool to rt, shaken with 2 M K2CO3 (aq) (2 mL), and extracted with DCM (2×2 mL). The organic layers were combined, dried (Na2SO4), and concentrated under reduced pressure. Flash chromatograp...